Dataset: the Open Reaction Database (ORD), a public repository of structured organic reaction records. Task: describe an organic reaction: reactants, conditions, products, and yield Reactants: N1=C(C=C(C=C1)B(O)O)C (2-picoline-4-boronic acid), C(#N)C1(CC1)NC(=O)[C@@H]1[C@H](C[C@H](C1)S(=O)(=O)C1=C(C=C(C=C1)Br)C(F)(F)F)OC1CCC1 ((1S,2S,4S)-4-(4-Bromo-2-trifluoromethyl-benzenesulfonyl)-2-cyclobutoxy-cyclopentanecarboxylic acid (1-cyano-cyclopropyl)-amide), C(#N)C1(CC1)NC(=O)[C@@H]1[C@H](C[C@H](C1)S(=O)(=O)C1=C(C=C(C=C1)Br)C(F)(F)F)OC ((1S,2S,4S)-4-(4-bromo-2-trifluoromethyl-benzenesulfonyl)-2-methoxy-cyclopentanecarboxylic acid (1-cyano-cyclopropyl)-amide). Product: C(#N)C1(CC1)NC(=O)[C@@H]1[C@H](C[C@H](C1)S(=O)(=O)C1=C(C=C(C=C1)C1=CC(=NC=C1)C)C(F)(F)F)OC1CCC1 ((1S,2S,4S)-2-Cyclobutoxy-4-[4-(2-methyl-pyridin-4-yl)-2-trifluoromethyl-benzenesulfonyl]-cyclopentanecarboxylic acid (1-cyano-cyclopropyl)-amide). Reaction SMILES: [N:1]1[CH:6]=[CH:5][C:4](B(O)O)=[CH:3][C:2]=1[CH3:10].[C:11]([C:13]1([NH:16][C:17]([C@H:19]2[CH2:23][C@H:22]([S:24]([C:27]3[CH:32]=[CH:31][C:30](Br)=[CH:29][C:28]=3[C:34]([F:37])([F:36])[F:35])(=[O:26])=[O:25])[CH2:21][C@@H:20]2[O:38][CH:39]2[CH2:42][CH2:41][CH2:40]2)=[O:18])[CH2:15][CH2:14]1)#[N:12].C(C1(NC([C@H]2C[C@H](S(C3C=CC(Br)=CC=3C(F)(F)F)(=O)=O)C[C@@H]2OC)=O)CC1)#N>>[C:11]([C:13]1([NH:16][C:17]([C@H:19]2[CH2:23][C@H:22]([S:24]([C:27]3[CH:32]=[CH:31][C:30]([C:4]4[CH:5]=[CH:6][N:1]=[C:2]([CH3:10])[CH:3]=4)=[CH:29][C:28]=3[C:34]([F:36])([F:35])[F:37])(=[O:26])=[O:25])[CH2:21][C@@H:20]2[O:38][CH:39]2[CH2:40][CH2:41][CH2:42]2)=[O:18])[CH2:14][CH2:15]1)#[N:12]. Procedure details: The title compound was prepared in analogy to example 62 using 2-picoline-4-boronic acid instead of 2,4-difluorophenylboronic acid and (1R,2R,4R) and (1S,2S,4S)-4-(4-bromo-2-trifluoromethyl-benzenesulfonyl)-2-cyclobutoxy-cyclopentanecarboxylic acid (1-cyano-cyclopropyl)-amide (example 182) instead of (1R,2R,4R) and (1S,2S,4S)-4-(4-bromo-2-trifluoromethyl-benzenesulfonyl)-2-methoxy-cyclopentanecarboxylic acid (1-cyano-cyclopropyl)-amide. White solid. MS (EI): 548.1 (M+H)+. Starting materials: OC1=C(OC2=NC=CC=C21)C(=O)OCC (Ethyl 3-hydroxyfuro[2,3-b]pyridine-2-carboxylate). Solvent: Cl (hydrochloric acid). Yields the product O1CC(C=2C1=NC=CC2)=O (furo[2,3-b]pyridin-3(2H)-one), hydrochloride salt. Reaction SMILES: [OH:1][C:2]1[C:10]2[C:5](=[N:6][CH:7]=[CH:8][CH:9]=2)[O:4][C:3]=1C(OCC)=O>Cl>[O:4]1[C:5]2=[N:6][CH:7]=[CH:8][CH:9]=[C:10]2[C:2](=[O:1])[CH2:3]1. Procedure details: Ethyl 3-hydroxyfuro[2,3-b]pyridine-2-carboxylate (3.0 g, 11.23 mmol) was heated under reflux in 10% hydrochloric acid (50 mL) for 3 h. Evaporation of the hydrochloric acid solution gave furo[2,3-b]pyridin-3(2H)-one as the hydrochloride salt (1.73 g). A portion of the furo[2,3-b]pyridin-3(2H)-one hydrochloride was converted to its free base by treated with saturated sodium bicarbonate and extracted with chloroform in preparation for the following step. The reactants are [H-].[Al+3].[Li+].[H-].[H-].[H-] (Lithium aluminum hydride), C(C)OCC (diethyl ether), COC=1C=C(C=C(C1OCOC)OC)C1SC(SC1)=S (4-(3,5-dimethoxy-4-methoxymethoxyphenyl)-1,3-dithiolane-2-thione). Solvent: C1CCOC1 (THF). Run at temperature 0 celsius. The product is COC=1C=C(C=C(C1OCOC)OC)C(CS)S (1-(3,5-dimethoxy-4-methoxymethoxyphenyl)-1,2-ethanedithiol). As a reaction SMILES: [H-].[Al+3].[Li+].[H-].[H-].[H-].C(OCC)C.[CH3:12][O:13][C:14]1[CH:15]=[C:16]([CH:26]2[CH2:30][S:29]C(=S)[S:27]2)[CH:17]=[C:18]([O:24][CH3:25])[C:19]=1[O:20][CH2:21][O:22][CH3:23]>C1COCC1>[CH3:12][O:13][C:14]1[CH:15]=[C:16]([CH:26]([SH:27])[CH2:30][SH:29])[CH:17]=[C:18]([O:24][CH3:25])[C:19]=1[O:20][CH2:21][O:22][CH3:23] |f:0.1.2.3.4.5|. Procedure: Lithium aluminum hydride (0.622 g, 16.38 mmole) is added to 60 ml dry diethyl ether. To this slurry is added dropwise 4-(3,5-dimethoxy-4-methoxymethoxyphenyl)-1,3-dithiolane-2-thione (33) (3.40 g, 10.24 mmole) predissolved in 35 ml dry THF. The reaction is stirred under an N2 atmosphere until the solution becomes colorless (4 hours). The reaction is cooled to 0° C. and the excess hydride destroyed with H2O. The reaction mixture is acidified with 10% HCl and immediately extracted with diethyl eth... Starting materials: ClC=1C(N(N=CC1Cl)C)=O (4,5-Dichloro-2-methylpyridazin-3(2H)-one), [O-]S(=O)(=S)[O-].[Na+].[Na+] (Na2S2O3). Run in I (HI). Run at time 1 hour. Product: ClC1=CC(N(N=C1)C)=O (5-Chloro-2-methylpyridazin-3(2H)-one). Reaction SMILES: Cl[C:2]1[C:3](=[O:10])[N:4]([CH3:9])[N:5]=[CH:6][C:7]=1[Cl:8].[O-]S([O-])(=S)=O.[Na+].[Na+]>I>[Cl:8][C:7]1[CH:6]=[N:5][N:4]([CH3:9])[C:3](=[O:10])[CH:2]=1 |f:1.2.3|. Procedure details: 4,5-Dichloro-2-methylpyridazin-3(2H)-one (1 g) is dissolved in aqueous HI solution (57%, 8.5 mL) and the mixture is heated to reflux for 12 hours. After cooling to room temperature the mixture is treated with aqueous Na2S2O3 solution (30%, 100 mL) and stirred for 1 hour. The mixture is then extracted three times with dichloromethane. The combined organic phases are washed with brine, dried (MgSO4) and concentrated. The residue is triturated with diisopropylether. Yield: 414 mg; Mass spectrum (ES... Reactants: S(O)(O)(=O)=O (sulfuric acid), ClC1=CC=C(C=C1)CC(C(C)C)O (1-(4-chlorophenyl)-3-methylbutan-2-ol). The solvent is O (water). Conditions: time 2 hour. The product is ClC1=CC=C2CCC(C2=C1)(C)C (6-chloro-1,1-dimethylindane). RXN SMILES: S(=O)(=O)(O)O.[Cl:6][C:7]1[CH:12]=[CH:11][C:10]([CH2:13][CH:14](O)[CH:15]([CH3:17])[CH3:16])=[CH:9][CH:8]=1>O>[Cl:6][C:7]1[CH:12]=[C:11]2[C:10]([CH2:13][CH2:14][C:15]2([CH3:17])[CH3:16])=[CH:9][CH:8]=1. Reported procedure: Concentrated sulfuric acid (45.0 mL) was added to water (5.00 mL) carefully and allowed to cool down to room temperature. 1-(4-chlorophenyl)-3-methylbutan-2-ol (17.8 g, 0.0896 mol) was added portionwise over 30 minutes. After the addition, the mixture was left to stir at room temperature for 2 hours. The mixture was then poured onto ice and the aqueous layer was extracted with ether. The organic phase was washed water and then dried over magnesium sulphate and concentrated to yield crude product... Reactants: C1CCC2=NCCCN2CC1 (DBU), [Si](C)(C)(C(C)(C)C)OCC=1SSC(=CC1)CO (3-[(tert-butyldimethylsilyloxy)methyl]-6-hydroxymethyl-1,2-dithiin), C1(=CC=CC=C1)P(=O)(C1=CC=CC=C1)N=[N+]=[N-] (diphenylphosphoryl azide). Solvent: C1(=CC=CC=C1)C (toluene), C1(=CC=CC=C1)C (toluene). Run at temperature 0 celsius, time 2 hour. Product: N(=[N+]=[N-])CC=1SSC(=CC1)CO[Si](C)(C)C(C)(C)C (3-Azidomethyl-6-[(tert-butyldimethylsilyloxy)methyl]-1,2-dithiin). The yield is 74.5%. As a reaction SMILES: [Si:1]([O:8][CH2:9][C:10]1[S:11][S:12][C:13]([CH2:16]O)=[CH:14][CH:15]=1)([C:4]([CH3:7])([CH3:6])[CH3:5])([CH3:3])[CH3:2].C1(P([N:32]=[N+:33]=[N-:34])(C2C=CC=CC=2)=O)C=CC=CC=1.C1CCN2C(=NCCC2)CC1>C1(C)C=CC=CC=1>[N:32]([CH2:16][C:13]1[S:12][S:11][C:10]([CH2:9][O:8][Si:1]([C:4]([CH3:7])([CH3:6])[CH3:5])([CH3:3])[CH3:2])=[CH:15][CH:14]=1)=[N+:33]=[N-:34]. Procedure details: To a stirred solution of 3.4 g (11.7 mmol) of 3-[(tert-butyldimethylsilyloxy)methyl]-6-hydroxymethyl-1,2-dithiin (10) in 12 mL of toluene was added diphenylphosphoryl azide (3.02 mL; 3.86 g, 14.0 mmol) in 8 mL of toluene and the solution was cooled to 0° C. To the cold solution was added dropwise 2.09 mL (2.13 g; 14.0 mmol) of DBU. The reaction mixture became dark. In 2 hours at 0° C., the reaction mixture was allowed to warm up to room temperature. After 14 hours the reaction mixture was purifi... Starting materials: N1(C=NC=C1)C=1C=C(CNC2=CC(=NC=C2C(=O)N)Cl)C=CC1 (4-(3-(1H-imidazol-1-yl)benzylamino)-6-chloronicotinamide), NC1=CC=C(C(=O)N(C)C)C=C1 (4-amino-N,N-dimethylbenzamide), C(=O)([O-])[O-].[Cs+].[Cs+] (Cs2CO3), C=1C=CC(=CC1)P(C=2C=CC=CC2)C3=CC=C4C=CC=CC4=C3C5=C6C=CC=CC6=CC=C5P(C=7C=CC=CC7)C=8C=CC=CC8 (BINAP). Reagents/catalysts: CC(=O)[O-].CC(=O)[O-].[Pd+2] (Pd(OAc)2). Run in O1CCOCC1 (dioxane). Conditions: time 3 hour. Product: N1(C=NC=C1)C=1C=C(CNC2=CC(=NC=C2C(=O)N)NC2=CC=C(C=C2)C(N(C)C)=O)C=CC1 (4-(3-(1H-imidazol-1-yl)benzylamino)-6-(4-(dimethylcarbamoyl)phenylamino)nicotinamide). Yield: 9.0%. Reaction SMILES: [N:1]1([C:6]2[CH:7]=[C:8]([CH:21]=[CH:22][CH:23]=2)[CH2:9][NH:10][C:11]2[C:16]([C:17]([NH2:19])=[O:18])=[CH:15][N:14]=[C:13](Cl)[CH:12]=2)[CH:5]=[CH:4][N:3]=[CH:2]1.[NH2:24][C:25]1[CH:35]=[CH:34][C:28]([C:29]([N:31]([CH3:33])[CH3:32])=[O:30])=[CH:27][CH:26]=1.C([O-])([O-])=O.[Cs+].[Cs+].C1C=CC(P(C2C(C3C(P(C4C=CC=CC=4)C4C=CC=CC=4)=CC=C4C=3C=CC=C4)=C3C(C=CC=C3)=CC=2)C2C=CC=CC=2)=CC=1>O1CCOCC1.CC([O-])=O.CC([O-])=O.[Pd+2]>[N:1]1([C:6]2[CH:7]=[C:8]([CH:21]=[CH:22][CH:23]=2)[CH2:9][NH:10][C:11]2[C:16]([C:17]([NH2:19])=[O:18])=[CH:15][N:14]=[C:13]([NH:24][C:25]3[CH:26]=[CH:27][C:28]([C:29](=[O:30])[N:31]([CH3:32])[CH3:33])=[CH:34][CH:35]=3)[CH:12]=2)[CH:5]=[CH:4][N:3]=[CH:2]1 |f:2.3.4,7.8.9|. Reported procedure: A mixture of 4-(3-(1H-imidazol-1-yl)benzylamino)-6-chloronicotinamide (56 mg, 0.170 mmol), 4-amino-N,N-dimethylbenzamide (42 mg, 0.256 mmol), Cs2CO3 (110 mg, 0.337 mmol), BINAP (25 mg, 0.040 mmol) and Pd(OAc)2 (15 mg, 0.066 mmol) in dioxane (2 mL) was degassed with Ar, then was stirred at 120 C for 3 h. The mixture was concentrated in vacuo, the residue was purified by HPLC to give the titled compound (7 mg). MS 456.3 (M+H); UV 257.8 nm; t 0.344 min.